describe an organic reaction: reactants, conditions, products, and yield From a dataset of the Open Reaction Database (ORD), a public repository of structured organic reaction records. Reported procedure: Two moles of phthalic anhydride (296 g.) and one mole of oxalic dihydrazide (118 g.) in 500 ml. N-methyl-2-pyrrolidone and 500 ml. toluene were heated at reflux until two moles of water were removed (about 2 hours). The mixture was diluted with benzene and filtered. After washing with benzene, the white product was dried to constant weight at 50° C giving an essentially quantitative yield of N,N'-bis(phthalimido)oxamide-N-methyl-2-pyrrolidone 1:2 complex. Solvent: C1(=CC=CC=C1)C (toluene). The reactants are C1(C=2C(C(=O)O1)=CC=CC2)=O (phthalic anhydride), O (water), C(C(=O)NN)(=O)NN (oxalic dihydrazide), CN1C(CCC1)=O (N-methyl-2-pyrrolidone). As a reaction SMILES: [C:1]1(=[O:11])[O:6][C:4](=[O:5])[C:3]2=[CH:7][CH:8]=[CH:9][CH:10]=[C:2]12.[C:12]([NH:18][NH2:19])(=[O:17])[C:13]([NH:15][NH2:16])=[O:14].[CH3:20][N:21]1[CH2:25][CH2:24][CH2:23][C:22]1=[O:26].[OH2:27]>C1(C)C=CC=CC=1>[C:22]1(=[O:26])[N:16]([NH:15][C:13]([C:12]([NH:18][N:19]2[C:1](=[O:11])[C:2]3=[CH:10][CH:9]=[CH:8][CH:7]=[C:3]3[C:4]2=[O:5])=[O:17])=[O:14])[C:9](=[O:27])[C:10]2=[CH:2][CH:1]=[CH:25][CH:24]=[C:23]12.[CH3:20][N:21]1[CH2:9][CH2:10][CH2:2][C:1]1=[O:6] |f:5.6|. Yields the product C1(C=2C(C(N1NC(=O)C(=O)NN1C(C=3C(C1=O)=CC=CC3)=O)=O)=CC=CC2)=O.CN1C(CCC1)=O (N,N'-bis(phthalimido)oxamide N-methyl-2-pyrrolidone). Starting materials: C(C)(C)(C)OC(=O)NC1CCC(CC1)NC1=C2C(=CN=CC2=CC=C1)C=C (N-(tert-butoxycarbonyl)-N′-(4-vinyl-5-isoquinolyl)-1,4-cyclohexanediamine), Cl.CO (hydrogen chloride methanol). Yields the product Cl.C(=C)C1=CN=CC2=CC=CC(=C12)NC1CCC(CC1)N (N-(4-vinyl-5-isoquinolyl)-1,4-cyclohexanediamine hydrochloride). As a reaction SMILES: C(OC([NH:8][CH:9]1[CH2:14][CH2:13][CH:12]([NH:15][C:16]2[CH:25]=[CH:24][CH:23]=[C:22]3[C:17]=2[C:18]([CH:26]=[CH2:27])=[CH:19][N:20]=[CH:21]3)[CH2:11][CH2:10]1)=O)(C)(C)C.[ClH:28].CO>>[ClH:28].[CH:26]([C:18]1[C:17]2[C:22](=[CH:23][CH:24]=[CH:25][C:16]=2[NH:15][CH:12]2[CH2:13][CH2:14][CH:9]([NH2:8])[CH2:10][CH2:11]2)[CH:21]=[N:20][CH:19]=1)=[CH2:27] |f:1.2,3.4|. Procedure: According to the method of Example 1, Step C, deprotection was performed (50° C., 2 hours) by using Intermediate 85 (85.5 mg) and 10% hydrogen chloride/methanol solution (2 ml). The reaction mixture was cooled to room temperature, and then the solvent was evaporated under reduced pressure. The residue was added with methanol (1 ml) and diethyl ether (3 ml). The deposited precipitates were collected by filtration and washed with diethyl ether to obtain the title compound (52.3 mg). Reactants: [N+](=O)([O-])C=1C=C(C=CC1N)C1=C(C=CC=C1)C(F)(F)F (3-Nitro-2′-trifluoromethyl-biphenyl-4-ylamine), II (Iodine). Reagents/catalysts: S(=O)(=O)([O-])[O-].[Ag+2] (Silver sulfate). Solvent: CCO (EtOH). Conditions: time 24 hour. The product is IC=1C=C(C=C(C1N)[N+](=O)[O-])C1=C(C=CC=C1)C(F)(F)F (3-Iodo-5-nitro-2′-trifluoromethyl-biphenyl-4-ylamine). The yield is 83.1%. RXN SMILES: [N+:1]([C:4]1[CH:5]=[C:6]([C:11]2[CH:16]=[CH:15][CH:14]=[CH:13][C:12]=2[C:17]([F:20])([F:19])[F:18])[CH:7]=[CH:8][C:9]=1[NH2:10])([O-:3])=[O:2].[I:21]I>S([O-])([O-])(=O)=O.[Ag+2].CCO>[I:21][C:8]1[CH:7]=[C:6]([C:11]2[CH:16]=[CH:15][CH:14]=[CH:13][C:12]=2[C:17]([F:18])([F:19])[F:20])[CH:5]=[C:4]([N+:1]([O-:3])=[O:2])[C:9]=1[NH2:10] |f:2.3|. Procedure details: The method of Koradin, C. et al. (Tetrahedron 2003, 59, 1571-1587) was used. 3-Nitro-2′-trifluoromethyl-biphenyl-4-ylamine (752 mg, 2.66 mmol, as prepared in Example 6, step A) was placed in a 40 mL vial equipped with a magnetic stir bar, and anhydrous EtOH (27 mL) was added. Iodine (1.4 eq., 945 mg, 3.72 mmol) was added as a solid to the stirred solution. Silver sulfate (1.4 eq., 1.16 g, 3.72 mmol) was added in one portion as a solid, and the reaction was stirred at RT for 24 h. The reaction wa... The reactants are dichloride, C12(CC3CC(CC(C1)C3)C2)CNC(C2=CC(=NC=C2Cl)Br)=O (N-(1-adamantylmethyl)-2-bromo-5-chloroisonicotinamide), C(C#C)O (propargyl alcohol), bis-triphenylphosphine palladium. Reagents/catalysts: [Cu]I (copper (I) iodide). Run in C(C)NCC (diethylamine). Conditions: time 20 hour. The product is C12(CC3CC(CC(C1)C3)C2)CNC(C2=CC(=NC=C2Cl)C#CCO)=O (N-(1-Adamantylmethyl)-5-chloro-2-(3-hydroxy-1-propynyl)isonicotinamide). Yield: 53.5%. RXN SMILES: [C:1]12([CH2:11][NH:12][C:13](=[O:22])[C:14]3[C:19]([Cl:20])=[CH:18][N:17]=[C:16](Br)[CH:15]=3)[CH2:10][CH:5]3[CH2:6][CH:7]([CH2:9][CH:3]([CH2:4]3)[CH2:2]1)[CH2:8]2.[CH2:23]([OH:26])[C:24]#[CH:25]>[Cu]I.C(NCC)C>[C:1]12([CH2:11][NH:12][C:13](=[O:22])[C:14]3[C:19]([Cl:20])=[CH:18][N:17]=[C:16]([C:25]#[C:24][CH2:23][OH:26])[CH:15]=3)[CH2:10][CH:5]3[CH2:6][CH:7]([CH2:9][CH:3]([CH2:4]3)[CH2:2]1)[CH2:8]2. Procedure: A mixture of N-(1-adamantylmethyl)-2-bromo-5-chloroisonicotinamide (Example 1(ii)) (0.96 g), propargyl alcohol (0.16 g), copper (I) iodide, bis-triphenylphosphine palladium is dichloride (0.035 g) and diethylamine (10 ml) was stirred together at room temperature for 20 hours. The mixture was concentrated and the residue partitioned between ethyl acetate and 1M aqueous hydrochloric acid solution (2×25 ml) and the mixture was extracted into ethyl acetate (3×25 ml). The combined extracts were dried... The reactants are C(C)(C)(C)N (tert-Butylamine), CS(=O)(=O)OS(=O)(=O)C (methanesulfonic acid anhydride), OC1CCC2=CC=C(C=C12)C(=O)OC (methyl 3-hydroxy-2,3-dihydro-1H-indene-5-carboxylate), TEA. Solvent: C(Cl)Cl (DCM), C(Cl)Cl (DCM), C(Cl)Cl (DCM). Conditions: time 2 hour. Product: C(C)(C)(C)NC1CCC2=CC=C(C=C12)C(=O)OC (Methyl 3-(tert-butylamino)-2,3-dihydro-1H-indene-5-carboxylate). The yield is 32.0%. Reaction SMILES: CS(OS(C)(=O)=O)(=O)=O.O[CH:11]1[C:19]2[C:14](=[CH:15][CH:16]=[C:17]([C:20]([O:22][CH3:23])=[O:21])[CH:18]=2)[CH2:13][CH2:12]1.[C:24]([NH2:28])([CH3:27])([CH3:26])[CH3:25]>C(Cl)Cl>[C:24]([NH:28][CH:11]1[C:19]2[C:14](=[CH:15][CH:16]=[C:17]([C:20]([O:22][CH3:23])=[O:21])[CH:18]=2)[CH2:13][CH2:12]1)([CH3:27])([CH3:26])[CH3:25]. Procedure: A solution of methanesulfonic acid anhydride (6.79 g, 39.062 mmol, 2.5 eq.) in DCM (20 ml) was added dropwise at −78° C. to a solution of methyl 3-hydroxy-2,3-dihydro-1H-indene-5-carboxylate (3.0 g, 15.625 mmol, 1.0 eq.) and TEA (11.0 ml, 78.125 mmol, 5.0 eq.) in DCM (60 ml) and stirred for 2 hours at the same temperature. tert-Butylamine (16 ml, 156.5 mmol, 10.0 eq.) was slowly added dropwise at −78° C., and the mixture was heated to RT and stirred for 14 hours. The reaction solution was dilute...